This data is from the Open Reaction Database (ORD), a public repository of structured organic reaction records. The task is: describe an organic reaction: reactants, conditions, products, and yield Reactants: [OH-].[Na+] (sodium hydroxide), C(#N)C1(CCN(CC1)C(=O)OCC)NC1=CC=C(C=C1)F (ethyl 4-cyano-4-(4-fluorophenylamino)-1-piperidinecarboxylate), S(O)(O)(=O)=O (sulfuric acid). The solvent is O (water). Reaction conditions: time 8 hour. The product is 82.1, C(N)(=O)C1(CCN(CC1)C(=O)OCC)NC1=CC=C(C=C1)F (ethyl 4-carbamoyl-4-(4-fluorophenylamino)-1-piperidinecarboxylate). As a reaction SMILES: [C:1]([C:3]1([NH:14][C:15]2[CH:20]=[CH:19][C:18]([F:21])=[CH:17][CH:16]=2)[CH2:8][CH2:7][N:6]([C:9]([O:11][CH2:12][CH3:13])=[O:10])[CH2:5][CH2:4]1)#[N:2].S(=O)(=O)(O)[OH:23].[OH-].[Na+]>O>[C:1]([C:3]1([NH:14][C:15]2[CH:16]=[CH:17][C:18]([F:21])=[CH:19][CH:20]=2)[CH2:8][CH2:7][N:6]([C:9]([O:11][CH2:12][CH3:13])=[O:10])[CH2:5][CH2:4]1)(=[O:23])[NH2:2] |f:2.3|. Reported procedure: 127.5 parts of ethyl 4-cyano-4-(4-fluorophenylamino)-1-piperidinecarboxylate are added dropwise to 360 parts of concentrated sulfuric acid (exothermic reaction: temperature rises to 50° C.). Upon completion, the whole is stirred overnight at room temperature. The reaction mixture is poured onto crushed ice and 250 parts of water are added. The whole is alkalized with sodium hydroxide solution at a temperature of 40°-50° C., whereupon the product is precipitated. It is filtered off, washed with w... Starting materials: O=C([O-])[O-], CN1CCCC1=O, CCOC(=O)CCl, [K+], [K+], O, O=Cc1ncc[nH]1. The product is CCOC(=O)Cn1ccnc1C=O. RXN SMILES: [C:22](=[O:23])([O-:24])[O-:25].[CH3:8][N:9]1[CH2:10][CH2:11][CH2:12][C:13]1=[O:14].[Cl:15][CH2:16][C:17](=[O:18])[O:19][CH2:20][CH3:21].[K+:26].[K+:27].[OH2:28].[nH:1]1[c:2]([CH:6]=[O:7])[n:3][cH:4][cH:5]1>>[n:1]1([CH2:16][C:17](=[O:18])[O:19][CH2:20][CH3:21])[c:2]([CH:6]=[O:7])[n:3][cH:4][cH:5]1. The reactants are [H-].[Na+] (Sodium hydride), C(CC(=O)OCC)(=O)OCC1=CC=CC=C1 (benzyl ethyl malonate), FC=1C=C(C=CC1F)[N+](=O)[O-] (3,4-difluoronitrobenzene). Run in CN(C)C=O (DMF). Run at temperature 100 celsius, time 10 minute. Product: FC1=C(C=CC(=C1)[N+](=O)[O-])C(C(=O)OCC)C(=O)OCC1=CC=CC=C1 (Ethyl phenylmethyl (2-fluoro-4-nitrophenyl)propanedioate). Yield: 84.1%. Reaction SMILES: [H-].[Na+].[C:3]([O:11][CH2:12][C:13]1[CH:18]=[CH:17][CH:16]=[CH:15][CH:14]=1)(=[O:10])[CH2:4][C:5]([O:7][CH2:8][CH3:9])=[O:6].[F:19][C:20]1[CH:21]=[C:22]([N+:27]([O-:29])=[O:28])[CH:23]=[CH:24][C:25]=1F>CN(C=O)C>[F:19][C:20]1[CH:21]=[C:22]([N+:27]([O-:29])=[O:28])[CH:23]=[CH:24][C:25]=1[CH:4]([C:3]([O:11][CH2:12][C:13]1[CH:14]=[CH:15][CH:16]=[CH:17][CH:18]=1)=[O:10])[C:5]([O:7][CH2:8][CH3:9])=[O:6] |f:0.1|. Procedure: Sodium hydride (504 mg, 12.6 mmol) was added portionwise to an ice bath chilled solution of benzyl ethyl malonate (2.9 g, 12.6 mmol) in dry DMF (20 ml) and stirred for 10 minutes. At room temperature 3,4-difluoronitrobenzene (2 g, 12.6 mmol) was added and stirred under argon. Heated at 100° C. for 20 hours. The reaction mixture was cooled and partitioned between 2N Hydrochloric acid (75 ml) and ethyl acetate (75 ml). The aqueous layer was extracted with ethyl acetate (2×75 ml) and the combined o... Starting materials: C=1C=CC2=C(C1)CC(=O)C=3C=CC=CC3N2C(=O)N (oxcarbazepine), [BH4-].[Na+] (sodium borohydride). Run at temperature 57.5 celsius, time 2 hour. The product is C=1C=CC2=C(C1)C[C@@H](C=3C=CC=CC3N2C(=O)N)O (Eslicarbazepine). Yield: 70.0%. As a reaction SMILES: [CH:1]1[CH:2]=[CH:3][C:4]2[N:16]([C:17]([NH2:19])=[O:18])[C:15]3[CH:14]=[CH:13][CH:12]=[CH:11][C:10]=3[C:8](=[O:9])[CH2:7][C:5]=2[CH:6]=1.[BH4-].[Na+]>>[CH:1]1[CH:2]=[CH:3][C:4]2[N:16]([C:17]([NH2:19])=[O:18])[C:15]3[CH:14]=[CH:13][CH:12]=[CH:11][C:10]=3[C@@H:8]([OH:9])[CH2:7][C:5]=2[CH:6]=1 |f:1.2|. Procedure details: A solution of phenyl boronic acid (48.5 gm), D-(−)-tartaric acid (59.4 gm), calcium hydride (33.2 gm) in acetonitrile (750 mL) was heated to about 80-85° C. for about 1 hr. The reaction mass was cooled to about 25-30° C. (‘Solution X’). A solution of oxcarbazepine (50 gm) in acetonitrile (250 mL) was prepared separately. ‘Solution X’ obtained above was added to the solution of oxcarbazepine followed by stirring the reaction mass for about 2 hrs. To the resulting solution sodium borohydride (59.4... The reactants are C(C)C1(CCC2=CC(=CC=C12)F)O (1-ethyl-5-fluoro-indan-1-ol), C(C)C=1C=CC=C2C=CNC12 (7-ethylindole). The product is C(C)C=1C=CC=C2C(=CNC12)C1(CCC2=CC(=CC=C12)F)CC (7-Ethyl-3-(1-ethyl-5-fluoro-indan-1-yl)-1H-indole). As a reaction SMILES: [CH2:1]([C:3]1(O)[C:11]2[C:6](=[CH:7][C:8]([F:12])=[CH:9][CH:10]=2)[CH2:5][CH2:4]1)[CH3:2].[CH2:14]([C:16]1[CH:17]=[CH:18][CH:19]=[C:20]2[C:24]=1[NH:23][CH:22]=[CH:21]2)[CH3:15]>>[CH2:14]([C:16]1[CH:17]=[CH:18][CH:19]=[C:20]2[C:24]=1[NH:23][CH:22]=[C:21]2[C:3]1([CH2:1][CH3:2])[C:11]2[C:6](=[CH:7][C:8]([F:12])=[CH:9][CH:10]=2)[CH2:5][CH2:4]1)[CH3:15]. Procedure details: Utilizing 1-ethyl-5-fluoro-indan-1-ol and 7-ethylindole, the title compound is prepared as in example 1. 104 mg (58%). LC-MS m/z 308.1 (M++1). The reactants are C(=O)(O)C=1C=C(C[C@@H]2COC3=CC=C(C=C3[C@@H]2O)OCC=2SC3=C(N2)C=C(C=C3)F)C=CC1 ((+)-cis-3-(3-carboxybenzyl)-4-hydroxy-6-(5-fluorobenzothiazol-2-ylmethoxy)chroman), [N+](=[N-])=C (diazomethane), O (water), C(C)(=O)O (acetic acid). The solvent is C(C)OCC (diethyl ether), O1CCCC1 (tetrahydrofuran), C(C)OCC (diethyl ether). Reaction conditions: temperature 0 celsius, time 2 hour. Yields the product COC(=O)C=1C=C(C[C@@H]2COC3=CC=C(C=C3[C@@H]2O)OCC=2SC3=C(N2)C=C(C=C3)F)C=CC1 ((+) cis-3-(3-Methoxycarbonylbenzyl)-4-hydroxy-6-(5-fluorobenzothiazol-2-ylmethoxy)chroman). As a reaction SMILES: [C:1]([C:4]1[CH:5]=[C:6]([CH:31]=[CH:32][CH:33]=1)[CH2:7][C@H:8]1[C@@H:17]([OH:18])[C:16]2[C:11](=[CH:12][CH:13]=[C:14]([O:19][CH2:20][C:21]3[S:22][C:23]4[CH:29]=[CH:28][C:27]([F:30])=[CH:26][C:24]=4[N:25]=3)[CH:15]=2)[O:10][CH2:9]1)([OH:3])=[O:2].[N+](=[CH2:36])=[N-].C(O)(=O)C.O>C(OCC)C.O1CCCC1>[CH3:36][O:2][C:1]([C:4]1[CH:5]=[C:6]([CH:31]=[CH:32][CH:33]=1)[CH2:7][C@H:8]1[C@@H:17]([OH:18])[C:16]2[C:11](=[CH:12][CH:13]=[C:14]([O:19][CH2:20][C:21]3[S:22][C:23]4[CH:29]=[CH:28][C:27]([F:30])=[CH:26][C:24]=4[N:25]=3)[CH:15]=2)[O:10][CH2:9]1)=[O:3]. Procedure: To a cold (0° C.) solution of 500 mg of (+)-cis-3-(3-carboxybenzyl)-4-hydroxy-6-(5-fluorobenzothiazol-2-ylmethoxy)chroman (EPO Application 313295-A; published Oct. 17, 1988) in 10 ml of diethyl ether and 30 ml of tetrahydrofuran was added an excess of diazomethane and the reaction stirred at 0° C. for 2 hours. The reaction was allowed to warm to room temperature and 0.5 ml of acetic acid was added followed after 30 minutes by 100 ml of water and 100 ml of diethyl ether. The organic phase was was... Starting materials: N([C@@H](CO)C(=O)OC(C)(C)C)N1CCOCC1 (morpholino-Ser-OtBu), C(OCC=C)(OC1=CC=CC=2NN=NC21)=O (allyl 1-benzotriazolyl carbonate). Product: N([C@@H](COC(=O)OCC=C)C(=O)OC(C)(C)C)N1CCOCC1 (morpholino-Ser(OAloc)-OtBu). RXN SMILES: [NH:1]([N:12]1[CH2:17][CH2:16][O:15][CH2:14][CH2:13]1)[C@H:2]([C:5]([O:7][C:8]([CH3:11])([CH3:10])[CH3:9])=[O:6])[CH2:3][OH:4].[C:18](=O)([O:23]C1C2N=NNC=2C=CC=1)[O:19][CH2:20][CH:21]=[CH2:22]>>[NH:1]([N:12]1[CH2:17][CH2:16][O:15][CH2:14][CH2:13]1)[C@H:2]([C:5]([O:7][C:8]([CH3:11])([CH3:9])[CH3:10])=[O:6])[CH2:3][O:4][C:18]([O:19][CH2:20][CH:21]=[CH2:22])=[O:23]. Reported procedure: Morpholino-Ser(OAloc) was prepared from Ser(OtBu)-OtBu. Reaction of Ser(OtBu)-OtBu with 4-morpholinecarbonyl chloride in pyridine yielded morpholino-Ser(OtBu)-OtBu. Morpholino-Ser(OtBu)-OtBu was hydrolyzed with TFA to yield morpholino-Ser. Esterification of morpholino-Ser with isobutylene in the presence of a catalytic amount of H2SO4 afforded morpholino-Ser-OtBu. Reaction of morpholino-Ser-OtBu with allyl 1-benzotriazolyl carbonate yielded morpholino-Ser(OAloc)-OtBu. Morpholino-Ser(OAloc)-OtBu ... The reactants are BrC1=CC=C(C=C1)C1=CN=CN1COCC[Si](C)(C)C (5-(4-Bromo-phenyl)-1-(2-trimethylsilanyl-ethoxymethyl)-1H-imidazole), BrC1=CC=C(C=C1)C=1N=CN(C1)COCC[Si](C)(C)C (4-(4-Bromo-phenyl)-1-(2-trimethylsilanyl-ethoxymethyl)-1H-imidazole), C(C)(C)(C)OC(=O)N1C(CCC1)C=1NC(=CN1)C1=CC=C(C=C1)B1OC(C(O1)(C)C)(C)C (2-{5-[4-(4,4,5,5-Tetramethyl-[1,3,2]dioxaborolan-2-yl)-phenyl]-1H-imidazol-2-yl}-pyrrolidine-1-carboxylic acid tert-butyl ester), C(OC)COC (dimethoxyethane). The reagents and catalysts are C=1C=CC(=CC1)[P](C=2C=CC=CC2)(C=3C=CC=CC3)[Pd]([P](C=4C=CC=CC4)(C=5C=CC=CC5)C=6C=CC=CC6)([P](C=7C=CC=CC7)(C=8C=CC=CC8)C=9C=CC=CC9)[P](C=1C=CC=CC1)(C=1C=CC=CC1)C=1C=CC=CC1 (Pd(PPh3)4). The solvent is C(=O)([O-])[O-].[K+].[K+] (K2CO3), C(C)(=O)OCC (ethyl acetate). Conditions: temperature 80 celsius. Product: C(C)(C)(C)OC(=O)N1C(CCC1)C=1NC(=CN1)C1=CC=C(C=C1)C1=CC=C(C=C1)C=1N(C=NC1)COCC[Si](C)(C)C (2-(5-{4′-[3-(2-Trimethylsilanyl-ethoxymethyl)-3H-imidazol-4-yl]-biphenyl-4-yl}-1H-imidazol-2-yl)-pyrrolidine-1-carboxylic acid tert-butyl ester), C(C)(C)(C)OC(=O)N1C(CCC1)C=1NC(=CN1)C1=CC=C(C=C1)C1=CC=C(C=C1)C=1N=CN(C1)COCC[Si](C)(C)C (2-(5-{4′-[1-(2-Trimethylsilanyl-ethoxymethyl)-1H-imidazol-4-yl]-biphenyl-4-yl}-1H-imidazol-2-yl)-pyrrolidine-1-carboxylic acid tert-butyl ester). Reaction SMILES: Br[C:2]1[CH:7]=[CH:6][C:5]([C:8]2[N:12]([CH2:13][O:14][CH2:15][CH2:16][Si:17]([CH3:20])([CH3:19])[CH3:18])[CH:11]=[N:10][CH:9]=2)=[CH:4][CH:3]=1.Br[C:22]1[CH:27]=[CH:26][C:25]([C:28]2[N:29]=[CH:30][N:31]([CH2:33][O:34][CH2:35][CH2:36][Si:37]([CH3:40])([CH3:39])[CH3:38])[CH:32]=2)=[CH:24][CH:23]=1.[C:41]([O:45][C:46]([N:48]1[CH2:52][CH2:51][CH2:50][CH:49]1[C:53]1[NH:54][C:55]([C:58]2[CH:63]=[CH:62][C:61](B3OC(C)(C)C(C)(C)O3)=[CH:60][CH:59]=2)=[CH:56][N:57]=1)=[O:47])([CH3:44])([CH3:43])[CH3:42].C(COC)OC>C([O-])([O-])=O.[K+].[K+].C(OCC)(=O)C.C1C=CC([P]([Pd]([P](C2C=CC=CC=2)(C2C=CC=CC=2)C2C=CC=CC=2)([P](C2C=CC=CC=2)(C2C=CC=CC=2)C2C=CC=CC=2)[P](C2C=CC=CC=2)(C2C=CC=CC=2)C2C=CC=CC=2)(C2C=CC=CC=2)C2C=CC=CC=2)=CC=1>[C:41]([O:45][C:46]([N:48]1[CH2:52][CH2:51][CH2:50][CH:49]1[C:53]1[NH:54][C:55]([C:58]2[CH:63]=[CH:62][C:61]([C:2]3[CH:7]=[CH:6][C:5]([C:8]4[N:12]([CH2:13][O:14][CH2:15][CH2:16][Si:17]([CH3:20])([CH3:19])[CH3:18])[CH:11]=[N:10][CH:9]=4)=[CH:4][CH:3]=3)=[CH:60][CH:59]=2)=[CH:56][N:57]=1)=[O:47])([CH3:44])([CH3:42])[CH3:43].[C:41]([O:45][C:46]([N:48]1[CH2:52][CH2:51][CH2:50][CH:49]1[C:53]1[NH:54][C:55]([C:58]2[CH:63]=[CH:62][C:61]([C:22]3[CH:27]=[CH:26][C:25]([C:28]4[N:29]=[CH:30][N:31]([CH2:33][O:34][CH2:35][CH2:36][Si:37]([CH3:40])([CH3:39])[CH3:38])[CH:32]=4)=[CH:24][CH:23]=3)=[CH:60][CH:59]=2)=[CH:56][N:57]=1)=[O:47])([CH3:44])([CH3:42])[CH3:43] |f:4.5.6,^1:94,96,115,134|. Procedure: A mixture of 1:1 mixture of 5-(4-Bromo-phenyl)-1-(2-trimethylsilanyl-ethoxymethyl)-1H-imidazole and 4-(4-Bromo-phenyl)-1-(2-trimethylsilanyl-ethoxymethyl)-1H-imidazole (0.145 g), 2-{5-[4-(4,4,5,5-Tetramethyl-[1,3,2]dioxaborolan-2-yl)-phenyl]-1H-imidazol-2-yl}-pyrrolidine-1-carboxylic acid tert-butyl ester (0.150 g, prepared according to WO2008021927 A2) and Pd(PPh3)4 (0.020 g) in aq. K2CO3 solution (0.51 mL)/dimethoxyethane (1.5 mL) was heated at 80° C. for 18 hours. Reaction mixture was cooled,... The reactants are O1C(=CC=C1)S(=O)CC(=O)O (2-furylsulfinylacetic acid), NC1[C@@H]2N(C(=C(CS2)CN=[N+]=[N-])C(=O)O)C1=O (7-amino-3-azidomethyl-3-cephem-4-carboxylic acid). The product is O1C(=CC=C1)S(=O)CC(=O)NC1[C@@H]2N(C(=C(CS2)CN=[N+]=[N-])C(=O)O)C1=O (7-(2-furylsulfinylacetamido)-3-azidomethyl-3-cephem-4-carboxylic acid). RXN SMILES: [O:1]1[CH:5]=[CH:4][CH:3]=[C:2]1[S:6]([CH2:8][C:9]([OH:11])=O)=[O:7].[NH2:12][CH:13]1[C:27](=[O:28])[N:15]2[C:16]([C:24]([OH:26])=[O:25])=[C:17]([CH2:20][N:21]=[N+:22]=[N-:23])[CH2:18][S:19][C@H:14]12>>[O:1]1[CH:5]=[CH:4][CH:3]=[C:2]1[S:6]([CH2:8][C:9]([NH:12][CH:13]1[C:27](=[O:28])[N:15]2[C:16]([C:24]([OH:26])=[O:25])=[C:17]([CH2:20][N:21]=[N+:22]=[N-:23])[CH2:18][S:19][C@H:14]12)=[O:11])=[O:7]. Procedure: 348 mg. of 2-furylsulfinylacetic acid of the R form and 7-amino-3-azidomethyl-3-cephem-4-carboxylic acid were reacted in the same manner as described in Example 28 and 163 mg. of 7-(2-furylsulfinylacetamido)-3-azidomethyl-3-cephem-4-carboxylic acid of the R form were obtained.